From a dataset of the Open Reaction Database (ORD), a public repository of structured organic reaction records. describe an organic reaction: reactants, conditions, products, and yield Reactants: [Cl-].[NH4+] (ammonium chloride), Cl (hydrochloric acid), BrCC#N (2-Bromoacetonitrile), C(C)N(C(C)C)C(C)C (N-ethyl-N-isopropylpropan-2-amine), FC(C(=O)O)(F)F (Trifluoroacetic acid), C(C)(C)[SiH](C(C)C)C(C)C (triisopropylsilane), C(CCC=C)(=O)N[C@H](C(=O)O)CSC(C1=CC=CC=C1)(C1=CC=CC=C1)C1=CC=CC=C1 ((R)-2-(pent-4-enamido)-3-(tritylthio)propanoic acid), C(CCC=C)(=O)N[C@H](C(=O)O)CSC(C1=CC=CC=C1)(C1=CC=CC=C1)C1=CC=CC=C1 ((R)-2-(pent-4-enamido)-3-(tritylthio)propanoic acid), CS(=O)(SC)=O (S-methyl methanesulfonothioate), C([O-])([O-])=O.[Na+].[Na+] (sodium carbonate). Run in CN(C)C=O (DMF), ClCCl (dichloromethane), C(C)O (ethanol), O (water). Run at time 10 minute. The product is CSSC[C@@H](C(=O)OCC#N)NC(CCC=C)=O ((R)-cyanomethyl 3-(methyldisulfanyl)-2-(pent-4-enamido)propanoate). Yield: 44.3%. As a reaction SMILES: FC(F)(F)C(O)=O.C([SiH](C(C)C)C(C)C)(C)C.[C:18]([NH:24][C@@H:25]([CH2:29][S:30]C(C1C=CC=CC=1)(C1C=CC=CC=1)C1C=CC=CC=1)[C:26]([OH:28])=[O:27])(=[O:23])[CH2:19][CH2:20][CH:21]=[CH2:22].CS(=O)([S:53][CH3:54])=O.C(=O)([O-])[O-].[Na+].[Na+].Cl.Br[CH2:64][C:65]#[N:66].C(N(C(C)C)C(C)C)C.[Cl-].[NH4+]>ClCCl.C(O)C.O.CN(C=O)C>[CH3:54][S:53][S:30][CH2:29][C@H:25]([NH:24][C:18](=[O:23])[CH2:19][CH2:20][CH:21]=[CH2:22])[C:26]([O:28][CH2:64][C:65]#[N:66])=[O:27] |f:4.5.6,10.11|. Reported procedure: Trifluoroacetic acid (1.76 ml, 22.8 mmol) and triisopropylsilane (0.934 ml, 4.56 mmol) were added to a solution of (R)-2-(pent-4-enamido)-3-(tritylthio)propanoic acid (Compound 2h) (1.01 g, 2.28 mmol) in dichloromethane (10 ml), and the mixture was stirred at room temperature for 10 minutes. The reaction mixture was then concentrated under reduced pressure. A solution of S-methyl methanesulfonothioate (1.44 g, 11.4 mmol) in ethanol (5 ml) was added dropwise to a solution of the resulting residue... Reactants: ClC1=NC(=NC(=N1)C1=CC=CC=C1)C1=CC=CC=C1 (2-chloro-4,6-diphenyl-1,3,5-triazine), C1=CC=CC=2C=3C=CC4=C(C3OC12)C1=CC=CC=C1N4 (7H-12-oxa-7-azaindeno[1,2-a]fluorene), [H-].[Na+] (NaH), oil. Solvent: C1CCOC1 (THF), CN(C=O)C (dimethylformamide). Conditions: time 1 hour. The product is C1(=CC=CC=C1)C1=NC(=NC(=N1)C1=CC=CC=C1)N1C2=CC=CC=C2C2=C1C=CC=1C=3C=CC=CC3OC21 (7-(4,6-Diphenyl-1,3,5-triazin-2-yl)-7H-12-oxa-7-azaindeno-[1,2-a]fluorene). RXN SMILES: [CH:1]1[C:13]2[O:12][C:11]3[C:10]4[C:14]5[C:19]([NH:20][C:9]=4[CH:8]=[CH:7][C:6]=3[C:5]=2[CH:4]=[CH:3][CH:2]=1)=[CH:18][CH:17]=[CH:16][CH:15]=5.[H-].[Na+].Cl[C:24]1[N:29]=[C:28]([C:30]2[CH:35]=[CH:34][CH:33]=[CH:32][CH:31]=2)[N:27]=[C:26]([C:36]2[CH:41]=[CH:40][CH:39]=[CH:38][CH:37]=2)[N:25]=1>CN(C)C=O.C1COCC1>[C:36]1([C:26]2[N:27]=[C:28]([C:30]3[CH:31]=[CH:32][CH:33]=[CH:34][CH:35]=3)[N:29]=[C:24]([N:20]3[C:9]4[CH:8]=[CH:7][C:6]5[C:5]6[CH:4]=[CH:3][CH:2]=[CH:1][C:13]=6[O:12][C:11]=5[C:10]=4[C:14]4[C:19]3=[CH:18][CH:17]=[CH:16][CH:15]=4)[N:25]=2)[CH:41]=[CH:40][CH:39]=[CH:38][CH:37]=1 |f:1.2|. Reported procedure: 13 g (50.5 mmol) of 7H-12-oxa-7-azaindeno[1,2-a]fluorene are dissolved in 150 ml of dimethylformamide under a protective-gas atmosphere, and 2.4 g of 60% NaH in mineral oil (60.6 mmol) are added. After 1 h at room temperature, a solution of 2-chloro-4,6-diphenyl-1,3,5-triazine (14.9 g, 55.6 mmol) in 100 ml of THF is added dropwise. The reaction mixture is stirred at room temperature for 12 h. After this time, the reaction mixture is poured onto ice and extracted three times with dichloromethane.... Reactants: BrCC1=CC=C(C(=O)Br)C=C1 (4-Bromomethyl-benzoyl bromide), C(C)(C)(C)OC(NC1=C(C=C(C=C1)C=1SC=CC1)N)=O ((2-amino-4-thiophen-2-yl-phenyl)-carbamic acid tert-butyl ester), CCN(C(C)C)C(C)C (DIPEA). Run in C(Cl)Cl (DCM), Cl (HCl). Reaction conditions: temperature -78 celsius, time 18 hour. Product: C(C)(C)(C)OC(NC1=C(C=C(C=C1)C=1SC=CC1)NC(C1=CC=C(C=C1)CBr)=O)=O ([2-(4-Bromomethyl-benzoylamino)-4-thiophen-2-yl-phenyl]-carbamic acid tert-butyl ester). As a reaction SMILES: [Br:1][CH2:2][C:3]1[CH:11]=[CH:10][C:6]([C:7](Br)=[O:8])=[CH:5][CH:4]=1.[C:12]([O:16][C:17](=[O:31])[NH:18][C:19]1[CH:24]=[CH:23][C:22]([C:25]2[S:26][CH:27]=[CH:28][CH:29]=2)=[CH:21][C:20]=1[NH2:30])([CH3:15])([CH3:14])[CH3:13].CCN(C(C)C)C(C)C>C(Cl)Cl.Cl>[C:12]([O:16][C:17](=[O:31])[NH:18][C:19]1[CH:24]=[CH:23][C:22]([C:25]2[S:26][CH:27]=[CH:28][CH:29]=2)=[CH:21][C:20]=1[NH:30][C:7](=[O:8])[C:6]1[CH:10]=[CH:11][C:3]([CH2:2][Br:1])=[CH:4][CH:5]=1)([CH3:15])([CH3:13])[CH3:14]. Reported procedure: 4-Bromomethyl-benzoyl bromide (0.70 g, 2.52 mmol) was made 0.21 M in anhydrous DCM and cooled to −78° C. To this stirring solution was added (2-amino-4-thiophen-2-yl-phenyl)-carbamic acid tert-butyl ester (0.73 g, 2.52 mmol) followed by DIPEA (0.98 g, 7.56 mmol). The resulting solution was warmed to ambient temperature and stirred for 18 hours. The reaction mixture was then diluted with 0.1 N HCl and extracted with EtOAc. The organic layer was then washed with saturated aqueous sodium bicarbonat... Reactants: CC(C)(C1=NC(C(C)(C)C)CO1)C1=NC(C(C)(C)C)CO1, CCCCCCC, C=C(F)Cl, [Cu+2], O=S(=O)([O-])C(F)(F)F, O=S(=O)([O-])C(F)(F)F, CCOC(=O)C=[N+]=[N-]. The product is CCOC(=O)C1CC1(F)Cl. Reaction SMILES: [C:1]([C:2]1=[N:10][CH:5]([C:6]([CH3:7])([CH3:8])[CH3:9])[CH2:4][O:3]1)([C:11]1=[N:19][CH:14]([C:15]([CH3:16])([CH3:17])[CH3:18])[CH2:13][O:12]1)([CH3:20])[CH3:21].[CH3:34][CH2:35][CH2:36][CH2:37][CH2:38][CH2:39][CH3:40].[Cl:22][C:23](=[CH2:24])[F:25].[Cu+2:49].[F:41][C:42]([F:43])([F:44])[S:45]([O-:46])(=[O:47])=[O:48].[F:50][C:51]([F:52])([F:53])[S:54]([O-:55])(=[O:56])=[O:57].[N+:26](=[N-:27])=[CH:28][C:29](=[O:30])[O:31][CH2:32][CH3:33]>>[Cl:22][C:23]1([F:25])[CH2:24][CH:28]1[C:29](=[O:30])[O:31][CH2:32][CH3:33]. Reactants: C1(=C(C=CC=C1)N)N (o-Phenylenediamine), C(C(=O)[O-])(=O)OCC (ethyl oxalate). Yields the product N1C(C(NC2=CC=CC=C12)=O)=O (2(1H), 3(4H)-QUINOXALINEDIONE). As a reaction SMILES: [C:1]1([NH2:8])[CH:6]=[CH:5][CH:4]=[CH:3][C:2]=1[NH2:7].[C:9](OCC)(=[O:13])[C:10]([O-])=[O:11]>>[NH:7]1[C:2]2[C:1](=[CH:6][CH:5]=[CH:4][CH:3]=2)[NH:8][C:10](=[O:11])[C:9]1=[O:13]. Procedure details: o-Phenylenediamine (10 grams) and ethyl oxalate (100 ml.) were mixed and the mixture was heated, with stirring, to reflux and refluxed for 30 minutes. The reaction mixture was then cooled and the resulting precipitate, the desired 2(1H), 3(4H)-quinoxalinedione, was separated by filtration. The product did not melt below 400°C. It was recrystallized from a mixture of dimethylformamide and water, yielding a purified product which did not melt below 405°C. The identity of the product was confirmed ...